This data is from the Open Reaction Database (ORD), a public repository of structured organic reaction records. The task is: describe an organic reaction: reactants, conditions, products, and yield Reactants: ClC1=C(C(=O)NCC23CC4CC(CC(C2)C4)C3)C=C(C=C1)C[C@H]1OC1 (2-Chloro-5-[(2R)-2-oxiranylmethyl]-N-(tricyclo[3.3.1.13,7]dec-1-ylmethyl)-benzamide), C(C)(C)N (isopropylamine), CN1C(CCC1)=O (1-methyl-2-pyrrolidinone), Cl (hydrogen chloride). The solvent is [Cl-].[Na+].O (brine), ClCCl (dichloromethane). The product is Cl.ClC1=C(C(=O)NCC23CC4CC(CC(C2)C4)C3)C=C(C=C1)C[C@H](CNC(C)C)O (2-Chloro-5-[(2R)-2-hydroxy-3-[(1-methylethyl)amino]propyl]-N-(tricyclo[3.3.1.13,7]dec-1-ylmethyl)-benzamide, hydrochloride). RXN SMILES: [Cl:1][C:2]1[CH:21]=[CH:20][C:19]([CH2:22][C@@H:23]2[CH2:25][O:24]2)=[CH:18][C:3]=1[C:4]([NH:6][CH2:7][C:8]12[CH2:17][CH:12]3[CH2:13][CH:14]([CH2:16][CH:10]([CH2:11]3)[CH2:9]1)[CH2:15]2)=[O:5].[CH:26]([NH2:29])([CH3:28])[CH3:27].CN1CCCC1=O.Cl>[Cl-].[Na+].O.ClCCl>[ClH:1].[Cl:1][C:2]1[CH:21]=[CH:20][C:19]([CH2:22][C@@H:23]([OH:24])[CH2:25][NH:29][CH:26]([CH3:28])[CH3:27])=[CH:18][C:3]=1[C:4]([NH:6][CH2:7][C:8]12[CH2:15][CH:14]3[CH2:16][CH:10]([CH2:11][CH:12]([CH2:13]3)[CH2:17]1)[CH2:9]2)=[O:5] |f:4.5.6,8.9|. Reported procedure: 2-Chloro-5-[(2R)-2-oxiranylmethyl]-N-(tricyclo[3.3.1.13,7]dec-1-ylmethyl)-benzamide (Example 5c) (133 mg), isopropylamine (3 mL) and 1-methyl-2-pyrrolidinone (5 mL) were heated together at 80° C. in a sealed tube for 22 hours, cooled and poured into brine (50 mL), extracted into ethyl acetate (3×50 mL), washed with brine (3×50 mL), dried over anhydrous magnesium sulfate, filtered and concentrated to give an oil. This was purified by Waters' MCX resin and then by column chromatography eluting wit...